Dataset: the Open Reaction Database (ORD), a public repository of structured organic reaction records. Task: describe an organic reaction: reactants, conditions, products, and yield The solvent is CN(C=O)C (dimethylformamide). Procedure: 140 g of 3-dimethylaminophenol are dissolved in 700 ml of dimethylformamide. 152 g of potassium carbonate and 28 g of potassium iodide are added. 101.8 g of chloroacetone are then added dropwise in the course of one hour; afterwards the mixture is stirred at room temperature for 20 hours. The reaction solution is filtered and the dimethylformamide and unconverted chloroacetone are distilled off (30° C., 1 mm Hg). Water is added to the residue, and the mixture is basified with concentrated sodium... Starting materials: ClCC(C)=O (chloroacetone), C([O-])([O-])=O.[K+].[K+] (potassium carbonate), [I-].[K+] (potassium iodide), CN(C=1C=C(C=CC1)O)C (3-dimethylaminophenol). Isolated yield 20.1%. Run at time 20 hour. The product is CN(C1=CC2=C(C(=CO2)C)C=C1)C (6-dimethylamino-3-methylbenzofurane). RXN SMILES: [CH3:1][N:2]([CH3:10])[C:3]1[CH:4]=[C:5]([OH:9])[CH:6]=[CH:7][CH:8]=1.C(=O)([O-])[O-].[K+].[K+].[I-].[K+].Cl[CH2:20][C:21](=O)[CH3:22]>CN(C)C=O>[CH3:1][N:2]([CH3:10])[C:3]1[CH:8]=[CH:7][C:6]2[C:21]([CH3:22])=[CH:20][O:9][C:5]=2[CH:4]=1 |f:1.2.3,4.5|. Reactants: ClC1=NN2C(C(=CC=C2)C=2C=NN(C2)C2=CC=C(C=C2)F)=N1 (2-chloro-8-[1-(4-fluorophenyl)-1H-pyrazol-4-yl]-[1,2,4]triazolo[1,5-a]pyridine), Example 2d, CN1CCN(CC1)C=1C=C(N)C=CC1 (3-(4-methylpiperazine-1-yl)aniline), C1(CCCCC1)P(C1=C(C=CC=C1)C1=C(C=CC=C1)P(C1CCCCC1)C1CCCCC1)C1CCCCC1 (2,2′-bis-dicyclohexylphosphanyl-biphenyl). Yields the product FC1=CC=C(C=C1)N1N=CC(=C1)C=1C=2N(C=CC1)N=C(N2)NC2=CC(=CC=C2)N2CCN(CC2)C ({8-[1-(4-Fluoro-phenyl)-1H-pyrazol-4-yl]-[1,2,4]triazolo[1,5-a]pyridine-2-yl}-[3-(4-methyl-piperazin-1-yl)-phenyl]-amine). Reaction SMILES: Cl[C:2]1[N:22]=[C:5]2[C:6]([C:10]3[CH:11]=[N:12][N:13]([C:15]4[CH:20]=[CH:19][C:18]([F:21])=[CH:17][CH:16]=4)[CH:14]=3)=[CH:7][CH:8]=[CH:9][N:4]2[N:3]=1.[CH3:23][N:24]1[CH2:29][CH2:28][N:27]([C:30]2[CH:31]=[C:32]([CH:34]=[CH:35][CH:36]=2)[NH2:33])[CH2:26][CH2:25]1.C1(P(C2CCCCC2)C2C=CC=CC=2C2C=CC=CC=2P(C2CCCCC2)C2CCCCC2)CCCCC1>>[F:21][C:18]1[CH:19]=[CH:20][C:15]([N:13]2[CH:14]=[C:10]([C:6]3[C:5]4[N:4]([N:3]=[C:2]([NH:33][C:32]5[CH:34]=[CH:35][CH:36]=[C:30]([N:27]6[CH2:26][CH2:25][N:24]([CH3:23])[CH2:29][CH2:28]6)[CH:31]=5)[N:22]=4)[CH:9]=[CH:8][CH:7]=3)[CH:11]=[N:12]2)=[CH:16][CH:17]=1. Procedure details: {8-[1-(4-Fluoro-phenyl)-1H-pyrazol-4-yl]-[1,2,4]triazolo[1,5-a]pyridine-2-yl}-[3-(4-methyl-piperazin-1-yl)-phenyl]-amine was prepared from 2-chloro-8-[1-(4-fluorophenyl)-1H-pyrazol-4-yl]-[1,2,4]triazolo[1,5-a]pyridine (Example 280a) and 3-(4-methylpiperazine-1-yl)aniline with 2,2′-bis-dicyclohexylphosphanyl-biphenyl as the ligand in a manner analogous to Example 2d (0.055 g, 20%). MP=216-218° C. 1H NMR (400 MHz, (D3C)2SO, δ, ppm): 9.53 (s, 1H), 9.25 (s, 1H), 8.67 (d, 2H), 7.92 (m, 3H), 7.43 (m, ... Starting materials: COC1=NC2=CC(=CC(=C2N=C1OC)C)[N+](=O)[O-] (2,3-dimethoxy-5-methyl-7-nitro-quinoxaline), BrN1C(CCC1=O)=O (N-bromosuccinimide), azo-isobutyronitrile. Run in C(Cl)(Cl)(Cl)Cl (CCl4). Yields the product BrCC1=C2N=C(C(=NC2=CC(=C1)[N+](=O)[O-])OC)OC (5-Bromomethyl-2,3-dimethoxy-7-nitro-quinoxaline). RXN SMILES: [CH3:1][O:2][C:3]1[C:12]([O:13][CH3:14])=[N:11][C:10]2[C:5](=[CH:6][C:7]([N+:16]([O-:18])=[O:17])=[CH:8][C:9]=2[CH3:15])[N:4]=1.[Br:19]N1C(=O)CCC1=O>C(Cl)(Cl)(Cl)Cl>[Br:19][CH2:15][C:9]1[CH:8]=[C:7]([N+:16]([O-:18])=[O:17])[CH:6]=[C:5]2[C:10]=1[N:11]=[C:12]([O:13][CH3:14])[C:3]([O:2][CH3:1])=[N:4]2. Reported procedure: A suspension of 0.249 g (1.0 mmol) of 2,3-dimethoxy-5-methyl-7-nitro-quinoxaline, 0.178 g (1 mmol) of N-bromosuccinimide and 0.016 g (0.1 mmol) of azo-isobutyronitrile in 3 ml of CCl4 is heated at reflux for 20 hours. The reaction mixture is washed with water and brine and concentrated using a rotary evaporator. Crystallization from ethyl acetate yields the title compound. TLC: hexane/ethyl acetate 6/1: Rf=0.63, 1H-NMR (CDCl3): δ 8.64 (d, J=3, 1H), 8.41 (d, J=3, 1H), 5.02(s, 2H), 4.27(s, 3H), 4.... Starting materials: C(CCCCCCCCCCCCCCC)O (cetyl alcohol), C1CSSC1CCCCC(=O)N (Lipozyme), cis-9-Myristoleate, 3. The solvent is CCCCCC (hexane). Product: C(CCCCCCC\C=C/CCCC)(=O)OCCCCCCCCCCCCCCCC (hexadecyl cis-9-tetradecenoate), 4. The yield is 95.0%. As a reaction SMILES: [CH2:1]([OH:17])[CH2:2][CH2:3][CH2:4][CH2:5][CH2:6][CH2:7][CH2:8][CH2:9][CH2:10][CH2:11][CH2:12][CH2:13][CH2:14][CH2:15][CH3:16].[CH2:18]1[CH:22]([CH2:23][CH2:24][CH2:25][CH2:26][C:27](N)=[O:28])SS[CH2:19]1>CCCCCC>[C:27]([O:17][CH2:1][CH2:2][CH2:3][CH2:4][CH2:5][CH2:6][CH2:7][CH2:8][CH2:9][CH2:10][CH2:11][CH2:12][CH2:13][CH2:14][CH2:15][CH3:16])(=[O:28])[CH2:26][CH2:25][CH2:24][CH2:23][CH2:22][CH2:18][CH2:19]/[CH:1]=[CH:2]\[CH2:3][CH2:4][CH2:5][CH3:6]. Reported procedure: Preparation of hexadecyl cis-9-tetradecenoate, 4 was carried out according to the Scheme 1. Oleic acid methyl ester, 1 (12.0 g, 0.0314 mol) in dichloromethane (100 ml) was cooled to −78 degree. C and ozone gas was bubbled into the reaction mixture for 1 hr. After reaction, the reaction was quenched by adding dimethyl sulphide (DMS, 8 ml) and was stirred for 6 hr at 25° C. The solvents were removed under vacuum and the residue 2 thus obtained (4.25 g, 0.022 mol) was used directly for the preparat... Reactants: 102, O=C1CCN(CC1)CCC1=CC=CC=C1 (4-oxo-1-(2-phenyl-ethyl)-piperidine), NC1=CC=CC=C1 (aniline), C(C)(=O)O (acetic acid), 36, [C-]#N.[K+] (potassium cyanide). The solvent is O (water). Run at time 20 hour. Yields the product N(C1=CC=CC=C1)C1(CCN(CC1)CCC1=CC=CC=C1)C#N (4-anilino-4-cyano-1-(2-phenylethyl)-piperidine). RXN SMILES: O=[C:2]1[CH2:7][CH2:6][N:5]([CH2:8][CH2:9][C:10]2[CH:15]=[CH:14][CH:13]=[CH:12][CH:11]=2)[CH2:4][CH2:3]1.[NH2:16][C:17]1[CH:22]=[CH:21][CH:20]=[CH:19][CH:18]=1.C(O)(=O)C.[C-:27]#[N:28].[K+]>O>[NH:16]([C:2]1([C:27]#[N:28])[CH2:7][CH2:6][N:5]([CH2:8][CH2:9][C:10]2[CH:15]=[CH:14][CH:13]=[CH:12][CH:11]=2)[CH2:4][CH2:3]1)[C:17]1[CH:22]=[CH:21][CH:20]=[CH:19][CH:18]=1 |f:3.4|. Reported procedure: To a mixture of 102 parts of 4-oxo-1-(2-phenyl-ethyl)-piperidine, 47 parts of aniline and 350 parts of acetic acid is added dropwise a solution of 36 parts of potassium cyanide in 100 parts of water, at a temperature between 35°-45° C. (exothermic reaction). After the addition is complete, the cooling-bath is removed and the whole is stirred for 20 hours at room temperature. The reaction mixture is poured into 650 parts of ammonium hydroxide and 500 parts of crushed ice are added. The mixture is... The yield is 38.0%. Reaction SMILES: [N:1]1[CH:6]=[CH:5][C:4]([C:7](=O)[CH2:8][C:9](=O)[C:10]([F:13])([F:12])[F:11])=[CH:3][CH:2]=1.C(C1C=CN=CC=1)(=O)C.[NH2:25][C:26]1[C:30]([C:31]#[N:32])=[CH:29][NH:28][N:27]=1>>[N:1]1[CH:6]=[CH:5][C:4]([C:7]2[CH:8]=[C:9]([C:10]([F:13])([F:12])[F:11])[N:27]3[N:28]=[CH:29][C:30]([C:31]#[N:32])=[C:26]3[N:25]=2)=[CH:3][CH:2]=1. Yields the product N1=CC=C(C=C1)C1=NC=2N(C(=C1)C(F)(F)F)N=CC2C#N (5-Pyridin-4-yl-7-trifluoromethyl-pyrazolo[1,5-a]pyrimidine-3-carbonitrile). Starting materials: N1=CC=C(C=C1)C(CC(C(F)(F)F)=O)=O (1-pyridin-4-yl-4,4,4-trifluoro-butane-1,3-dione), C(C)(=O)C1=CC=NC=C1 (4-acetylpyridine), NC1=NNC=C1C#N (3-amino-4-cyano-pyrazole). Procedure: Reaction of 1-pyridin-4-yl-4,4,4-trifluoro-butane-1,3-dione (217 mg, 1.0 mmol), prepared from commercially available 4-acetylpyridine according to general procedure A, and 3-amino-4-cyano-pyrazole (108 mg, 1.0 mmol) according to general procedure B yielded the title compound as a light yellow solid (110 mg, 38%). MS (ISP) 289.8 [(M+H)+]; mp 233° C. The reactants are CC(=O)c1cc(Cl)c(N)c(I)c1F, N#C[Cu], CN(C)C=O, O. Yields the product CC(=O)c1cc(Cl)c(N)c(C#N)c1F. As a reaction SMILES: [C:1]([CH3:2])(=[O:3])[c:4]1[cH:5][c:6]([Cl:13])[c:7]([NH2:8])[c:9]([I:12])[c:10]1[F:11].[Cu:14][C:15]#[N:16].[O:18]=[CH:19][N:20]([CH3:21])[CH3:22].[OH2:17]>>[C:1]([CH3:2])(=[O:3])[c:4]1[cH:5][c:6]([Cl:13])[c:7]([NH2:8])[c:9]([C:15]#[N:16])[c:10]1[F:11]. Starting materials: C(C)(C)(C)OC(NC=1SC(C(N1)=O)=CC1=NC2=CC=CN=C2C=C1)=O ((5-[1,5] Naphthyridin-2-ylmethylene-4-oxo-4,5-dihydro-thiazol-2-yl)-carbamic acid tert-butyl ester). Solvent: xylenes, C1(=CC=CC=C1)C (toluene). Run at temperature 170 celsius. Yields the product NC=1SC(C(N1)=O)=CC1=NC2=CC=CN=C2C=C1 (2-Amino-5-[1,5]naphthyridin-2-ylmethylene-thiazol-4-one). Reaction SMILES: C(OC(=O)[NH:7][C:8]1[S:9][C:10](=[CH:14][C:15]2[CH:24]=[CH:23][C:22]3[C:17](=[CH:18][CH:19]=[CH:20][N:21]=3)[N:16]=2)[C:11](=[O:13])[N:12]=1)(C)(C)C>C1(C)C=CC=CC=1>[NH2:7][C:8]1[S:9][C:10](=[CH:14][C:15]2[CH:24]=[CH:23][C:22]3[C:17](=[CH:18][CH:19]=[CH:20][N:21]=3)[N:16]=2)[C:11](=[O:13])[N:12]=1. Procedure: A suspension of (5-[1,5] Naphthyridin-2-ylmethylene-4-oxo-4,5-dihydro-thiazol-2-yl)-carbamic acid tert-butyl ester (20.0 mg, 0.056 mmol) in xylenes (1 mL) in a microwave tube was heated to give a light yellow solution and then heated to 170° C. with microwave for 1 hr. The reaction mixture was then cooled to r.t. and diluted with toluene. The solid was collected by filtration and washed with toluene, acetone and ether to give 2-Amino-5-[1,5]naphthyridin-2-ylmethylene-thiazol-4-one as a light yel...